This data is from the Open Reaction Database (ORD), a public repository of structured organic reaction records. The task is: describe an organic reaction: reactants, conditions, products, and yield The reactants are C1COCCO1, C=CCn1c(=O)ccc2ncc(OC)cc21, [O-][I+3]([O-])([O-])[O-], [Na+], O. The product is COc1cnc2ccc(=O)n(CC=O)c2c1. As a reaction SMILES: [CH2:23]1[O:24][CH2:25][CH2:26][O:27][CH2:28]1.[CH3:1][O:2][c:3]1[cH:4][n:5][c:6]2[cH:7][cH:8][c:9](=[O:16])[n:10]([CH2:13][CH:14]=[CH2:15])[c:11]2[cH:12]1.[I+3:17]([O-:18])([O-:19])([O-:20])[O-:21].[Na+:22].[OH2:29]>>[CH3:1][O:2][c:3]1[cH:4][n:5][c:6]2[cH:7][cH:8][c:9](=[O:16])[n:10]([CH2:13][CH:14]=[O:18])[c:11]2[cH:12]1. Reactants: COC(=O)CC1Cc2ccc(OCCNC(=O)OC(C)(C)C)cc2NC1=O, CCn1c(=O)c(CC(=O)OC)cc2ccc(OCCNC(=O)OC(C)(C)C)cc21. Yields the product CCn1c(=O)c(CC(=O)OC)cc2ccc(OCCN)cc21. RXN SMILES: [CH3:1][O:2][C:3](=[O:4])[CH2:5][CH:6]1[CH2:7][c:8]2[c:9]([cH:10][c:11]([O:12][CH2:13][CH2:14][NH:15][C:16]([O:17][C:18]([CH3:19])([CH3:20])[CH3:21])=[O:22])[cH:23][cH:24]2)[NH:25][C:26]1=[O:27].[CH3:28][O:29][C:30]([CH2:31][c:32]1[c:33](=[O:55])[n:34]([CH2:53][CH3:54])[c:35]2[cH:36][c:37]([O:42][CH2:43][CH2:44][NH:45][C:46]([O:47][C:48]([CH3:49])([CH3:50])[CH3:51])=[O:52])[cH:38][cH:39][c:40]2[cH:41]1)=[O:56]>>[CH3:28][O:29][C:30]([CH2:31][c:32]1[c:33](=[O:55])[n:34]([CH2:53][CH3:54])[c:35]2[cH:36][c:37]([O:42][CH2:43][CH2:44][NH2:45])[cH:38][cH:39][c:40]2[cH:41]1)=[O:56]. The reactants are COC(=O)c1ccc(-c2noc(-c3ccc(N(C)C)c([N+](=O)[O-])c3)n2)cc1F, CCO, [Cl-], [Na+], O=C([O-])O, O, O. The product is COC(=O)c1ccc(-c2noc(-c3ccc(N(C)C)c(N)c3)n2)cc1F. Reaction SMILES: [CH3:1][N:2]([c:3]1[c:4]([N+:25]([O-:26])=[O:27])[cH:5][c:6](-[c:9]2[n:10][c:11](-[c:14]3[cH:15][c:16]([F:24])[c:17]([C:18](=[O:19])[O:20][CH3:21])[cH:22][cH:23]3)[n:12][o:13]2)[cH:7][cH:8]1)[CH3:28].[CH3:32][CH2:33][OH:34].[Cl-:31].[Na+:39].[O-:35][C:36]([OH:37])=[O:38].[OH2:29].[OH2:30]>>[CH3:1][N:2]([c:3]1[c:4]([NH2:25])[cH:5][c:6](-[c:9]2[n:10][c:11](-[c:14]3[cH:15][c:16]([F:24])[c:17]([C:18](=[O:19])[O:20][CH3:21])[cH:22][cH:23]3)[n:12][o:13]2)[cH:7][cH:8]1)[CH3:28]. Starting materials: [OH-].[K+] (KOH), NC1=C2C(=NC(=NC2=CC=C1C(=O)OCC)SC)C1=CC(=CC=C1)OC (Ethyl 5-amino-2-methylthio-4-(3-methoxyphenyl)-quinazoline-6-carboxylate), Cl (HCl). Solvent: O1CCOCC1 (1,4-dioxane), O (water). Conditions: temperature 70 celsius. Product: NC1=C2C(=NC(=NC2=CC=C1C(=O)O)SC)C1=CC(=CC=C1)OC (5-Amino-2-methylthio-4-(3-methoxyphenyl)-quinazoline-6-carboxylic acid). Reaction SMILES: [NH2:1][C:2]1[C:11]([C:12]([O:14]CC)=[O:13])=[CH:10][CH:9]=[C:8]2[C:3]=1[C:4]([C:19]1[CH:24]=[CH:23][CH:22]=[C:21]([O:25][CH3:26])[CH:20]=1)=[N:5][C:6]([S:17][CH3:18])=[N:7]2.[OH-].[K+].Cl>O1CCOCC1.O>[NH2:1][C:2]1[C:11]([C:12]([OH:14])=[O:13])=[CH:10][CH:9]=[C:8]2[C:3]=1[C:4]([C:19]1[CH:24]=[CH:23][CH:22]=[C:21]([O:25][CH3:26])[CH:20]=1)=[N:5][C:6]([S:17][CH3:18])=[N:7]2 |f:1.2|. Reported procedure: Ethyl 5-amino-2-methylthio-4-(3-methoxyphenyl)-quinazoline-6-carboxylate (example 25d, 490 mg) was dissolved in 15 ml 1,4-dioxane and a 2 M aqueous KOH solution (3 ml) was added. The mixture was heated at reflux for 5 h and at 70° C. for 76 h. The mixture was cooled to room temperature and a 0.5 M HCl-solution in water was added. The mixture was extracted with CH2Cl2 (2×50 ml), the combined organic layers were dried (MgSO4) and concentrated under reduced pressure to yield the crude title compoun... Starting materials: O (water), [BH4-].[Na+] (Sodium borohydride), COC=1C=C(C=O)C=C(C1OCC=1N=C(OC1C)C1=CC=CC=C1)OC (3,5-dimethoxy-4-(5-methyl-2-phenyl-4-oxazolylmethoxy)benzaldehyde), CO (methanol). The solvent is O1CCCC1 (tetrahydrofuran). Run at time 1 hour. The product is COC=1C=C(CO)C=C(C1OCC=1N=C(OC1C)C1=CC=CC=C1)OC (3,5-dimethoxy-4-(5-methyl-2-phenyl-4-oxazolylmethoxy)benzyl alcohol). Isolated yield 92.0%. RXN SMILES: [BH4-].[Na+].[CH3:3][O:4][C:5]1[CH:6]=[C:7]([CH:10]=[C:11]([O:27][CH3:28])[C:12]=1[O:13][CH2:14][C:15]1[N:16]=[C:17]([C:21]2[CH:26]=[CH:25][CH:24]=[CH:23][CH:22]=2)[O:18][C:19]=1[CH3:20])[CH:8]=[O:9].CO.O>O1CCCC1>[CH3:28][O:27][C:11]1[CH:10]=[C:7]([CH:6]=[C:5]([O:4][CH3:3])[C:12]=1[O:13][CH2:14][C:15]1[N:16]=[C:17]([C:21]2[CH:26]=[CH:25][CH:24]=[CH:23][CH:22]=2)[O:18][C:19]=1[CH3:20])[CH2:8][OH:9] |f:0.1|. Procedure details: Sodium borohydride (540 mg) was added to a solution of 3,5-dimethoxy-4-(5-methyl-2-phenyl-4-oxazolylmethoxy)benzaldehyde (10.0 g) in tetrahydrofuran (70 ml)-methanol (30 ml) at 0° C. After stirring for 1 hour, the reaction mixture was poured into water to give 3,5-dimethoxy-4-(5-methyl-2-phenyl-4-oxazolylmethoxy)benzyl alcohol (9.25 g, yield 92%) as crystals. Recrystallization from ethyl acetate-hexane gave colorless prisms. m.p. 113-114° C. The reactants are O=C([O-])[O-], Oc1ccc2c(c1)CCN(C1CCC1)CC2, COc1cc(Cl)nc2ccc(C)cc12, [Cs+], [Cs+], CN(C)C=O. Product: COc1cc(Oc2ccc3c(c2)CCN(C2CCC2)CC3)nc2ccc(C)cc12. RXN SMILES: [C:31](=[O:32])([O-:33])[O-:34].[CH:1]1([N:5]2[CH2:6][CH2:7][c:8]3[c:9]([cH:12][c:13]([OH:16])[cH:14][cH:15]3)[CH2:10][CH2:11]2)[CH2:2][CH2:3][CH2:4]1.[Cl:17][c:18]1[n:19][c:20]2[cH:21][cH:22][c:23]([CH3:30])[cH:24][c:25]2[c:26]([O:28][CH3:29])[cH:27]1.[Cs+:35].[Cs+:36].[O:37]=[CH:38][N:39]([CH3:40])[CH3:41]>>[CH:1]1([N:5]2[CH2:6][CH2:7][c:8]3[c:9]([cH:12][c:13]([O:16][c:18]4[n:19][c:20]5[cH:21][cH:22][c:23]([CH3:30])[cH:24][c:25]5[c:26]([O:28][CH3:29])[cH:27]4)[cH:14][cH:15]3)[CH2:10][CH2:11]2)[CH2:2][CH2:3][CH2:4]1. The reactants are [OH-].[Na+] (NaOH), N[C@@H](C(C)(C)C)C(=O)O (Racemic tert-butylglycine), [OH-].[Na+] (NaOH), C=1(C(=CC=CC1)C(=O)Cl)C (o-toluoyl chloride), Cl (HCl). Run in O (water). Conditions: temperature 5 celsius, time 1.5 hour. Product: CC(C(C(=O)O)NC(C1=C(C=CC=C1)C)=O)(C)C (3,3-dimethyl-2-((2-methylbenzoyl)amino)butanoic acid). The yield is 57.6%. Reaction SMILES: [NH2:1][C@H:2]([C:7]([OH:9])=[O:8])[C:3]([CH3:6])([CH3:5])[CH3:4].[OH-].[Na+].[C:12]1([CH3:21])[C:13]([C:18](Cl)=[O:19])=[CH:14][CH:15]=[CH:16][CH:17]=1.Cl>O>[CH3:4][C:3]([CH3:6])([CH3:5])[CH:2]([NH:1][C:18](=[O:19])[C:13]1[CH:14]=[CH:15][CH:16]=[CH:17][C:12]=1[CH3:21])[C:7]([OH:9])=[O:8] |f:1.2|. Reported procedure: Racemic tert-butylglycine (502 mg, 3.83 mmol) was dissolved in water (10 mL) containing NaOH (153 mg, 3.83 mmol). This solution was cooled to 5° C. and treated with o-toluoyl chloride (0.501 mL, 3.83 mmol) followed by additional NaOH (153 mg, 3.83 mmol). The mixture was warmed to ambient temperature, stirred for 1.5 hours, recooled to 5° C., and treated with 1M HCl (pH 3). The thick precipitate that formed was collected by filtration and washed with cold water to provide 550 mg of the desired pr...